The task is: describe an organic reaction: reactants, conditions, products, and yield. This data is from the Open Reaction Database (ORD), a public repository of structured organic reaction records. The reactants are Cc1ccc(NC(=O)c2ccc(CN3CCN(C)CC3)c(C(F)(F)F)c2)cc1Nc1cc(-c2cccnc2)ccn1, CS(=O)(=O)O, CO. Yields the product Cc1ccc(NC(=O)c2ccc(CN3CCN(C)CC3)c(C(F)(F)F)c2)cc1Nc1cc(-c2cccnc2)ccn1, CS(=O)(=O)O. RXN SMILES: [CH3:1][N:2]1[CH2:3][CH2:4][N:5]([CH2:8][c:9]2[c:10]([C:38]([F:39])([F:40])[F:41])[cH:11][c:12]([C:13](=[O:14])[NH:15][c:16]3[cH:17][c:18]([NH:23][c:24]4[n:25][cH:26][cH:27][c:28](-[c:30]5[cH:31][n:32][cH:33][cH:34][cH:35]5)[cH:29]4)[c:19]([CH3:22])[cH:20][cH:21]3)[cH:36][cH:37]2)[CH2:6][CH2:7]1.[CH3:42][S:43]([OH:44])(=[O:45])=[O:46].[CH3:47][OH:48]>>[CH3:1][N:2]1[CH2:3][CH2:4][N:5]([CH2:8][c:9]2[c:10]([C:38]([F:39])([F:40])[F:41])[cH:11][c:12]([C:13](=[O:14])[NH:15][c:16]3[cH:17][c:18]([NH:23][c:24]4[n:25][cH:26][cH:27][c:28](-[c:30]5[cH:31][n:32][cH:33][cH:34][cH:35]5)[cH:29]4)[c:19]([CH3:22])[cH:20][cH:21]3)[cH:36][cH:37]2)[CH2:6][CH2:7]1.[CH3:42][S:43](=[O:44])(=[O:45])[OH:46]. Starting materials: N12CCCCCC2=NCCC1 (DBU), C(C#C)Br (Propargyl bromide), N12CCCCCC2=NCCC1 (1,8 diazabicyclo[5.4.0]undec-7-ene), CO[C@H]1[C@@H](O[C@@H]([C@H]1O)CO)N1C=NC=2C(O)=NC=NC12 (2'-O-methylinosine), OCC(O)CO (glycerol). The solvent is CC(=O)N(C)C (dimethylacetamide), CO (methanol). Conditions: time 6 hour. The product is CO[C@H]1[C@@H](O[C@@H]([C@H]1O)CO)N1C=NC=2C(=O)N(C=NC12)CC#C (2'-O-methyl-1-propargylinosine). Reaction SMILES: [CH2:1](Br)[C:2]#[CH:3].N12CCCN=C1CCCCC2.[CH3:16][O:17][C@@H:18]1[C@H:22]([OH:23])[C@@H:21]([CH2:24][OH:25])[O:20][C@H:19]1[N:26]1[C:35]2[N:34]=[CH:33][N:32]=[C:30]([OH:31])[C:29]=2[N:28]=[CH:27]1.OCC(CO)O>CC(N(C)C)=O.CO>[CH3:16][O:17][C@@H:18]1[C@H:22]([OH:23])[C@@H:21]([CH2:24][OH:25])[O:20][C@H:19]1[N:26]1[C:35]2[N:34]=[CH:33][N:32]([CH2:3][C:2]#[CH:1])[C:30](=[O:31])[C:29]=2[N:28]=[CH:27]1. Procedure: Propargyl bromide (2.2 ml, 19.7 mmol) and 1,8 diazabicyclo[5.4.0]undec-7-ene (DBU) (2.7 ml, 17.7 mmol) were added to a suspension of 2'-O-methylinosine (5.4 g, 19.0 mmol) in dimethylacetamide (100 ml). The reaction mixture was stirred at room temperature under argon for 18 hours at which time an additional 1 ml of DBU was added. After 6 hours, the reaction solution was evaporated in vacuo to an oil and dried onto 20 g of silica gel. Pure product was isolated by silica gel chromatography with a 2... The reactants are ClCCl, O=C(O)C(F)(F)F, CN1CCCC1COc1ccc(C(=O)OC(C)(C)C)c(N)c1, O=C1CCOCC1. Yields the product CN1CCCC1COc1ccc(C(=O)OC(C)(C)C)c(NC2CCOCC2)c1. RXN SMILES: [Cl:37][CH2:38][Cl:39].[F:30][C:31]([F:32])([F:33])[C:34]([OH:35])=[O:36].[NH2:1][c:2]1[c:3]([C:4](=[O:5])[O:6][C:7]([CH3:8])([CH3:9])[CH3:10])[cH:11][cH:12][c:13]([O:15][CH2:16][CH:17]2[N:18]([CH3:22])[CH2:19][CH2:20][CH2:21]2)[cH:14]1.[O:23]1[CH2:24][CH2:25][C:26](=[O:29])[CH2:27][CH2:28]1>>[NH:1]([c:2]1[c:3]([C:4](=[O:5])[O:6][C:7]([CH3:8])([CH3:9])[CH3:10])[cH:11][cH:12][c:13]([O:15][CH2:16][CH:17]2[N:18]([CH3:22])[CH2:19][CH2:20][CH2:21]2)[cH:14]1)[CH:26]1[CH2:25][CH2:24][O:23][CH2:28][CH2:27]1.